This data is from the Open Reaction Database (ORD), a public repository of structured organic reaction records. The task is: describe an organic reaction: reactants, conditions, products, and yield Isolated yield 72.0%. Yields the product COC(=O)C1CCN(CC1)C(=O)C=1C(=NOC1N)C1=C(C=CC=C1)F (methyl-1-(5-amino-3-(2-fluorophenyl)isoxazol-4-carbonyl)piperidine-4-carboxylate). As a reaction SMILES: [NH2:1][C:2]1[O:6][N:5]=[C:4]([C:7]2[CH:12]=[CH:11][CH:10]=[CH:9][C:8]=2[F:13])[C:3]=1[C:14]([OH:16])=O.Cl.C(N=C=N[CH2:23][CH2:24][CH2:25][N:26]([CH3:28])C)C.N1CCN([C:35]([O:37][CH3:38])=[O:36])CC1.Cl[CH2:40]Cl>>[CH3:38][O:37][C:35]([CH:23]1[CH2:24][CH2:25][N:26]([C:14]([C:3]2[C:4]([C:7]3[CH:12]=[CH:11][CH:10]=[CH:9][C:8]=3[F:13])=[N:5][O:6][C:2]=2[NH2:1])=[O:16])[CH2:28][CH2:40]1)=[O:36] |f:1.2|. Starting materials: NC1=C(C(=NO1)C1=C(C=CC=C1)F)C(=O)O (5-amino-3-(2-fluorophenyl)isoxazol-4-carboxylic acid), ClCCl (dichloromethane), Cl.C(C)N=C=NCCCN(C)C (1-ethyl-3-(dimethylaminopropyl)carbodiimide hydrochloride), N1CCN(CC1)C(=O)OC (methyl piperazine-4-carboxylate). Procedure details: In a similar manner as described in Example 1, by using dichloromethane (30 mL), 5-amino-3-(2-fluorophenyl)isoxazol-4-carboxylic acid (409 mg, 1.84 mmol), 1-ethyl-3-(dimethylaminopropyl)carbodiimide hydrochloride (388 mg, 2.02 mmol) and methyl piperazine-4-carboxylate (263 mg, 1.84 mmol), a white solid required compound (463 mg, 1.33 mmol, 72%) was obtained. RXN SMILES: [Br:14][CH:15]([C:16](=[O:17])[OH:18])[CH:19]([CH3:20])[CH3:21].[CH3:22][N:23]([CH3:24])[CH:25]=[O:26].[Cl:3][c:4]1[c:5]([SH:13])[cH:6][cH:7][c:8]([O:11][CH3:12])[c:9]1[Cl:10].[H-:1].[Na+:2].[OH2:27]>>[Cl:3][c:4]1[c:5]([S:13][CH:15]([C:16](=[O:17])[OH:18])[CH:19]([CH3:20])[CH3:21])[cH:6][cH:7][c:8]([O:11][CH3:12])[c:9]1[Cl:10]. The reactants are CC(C)C(Br)C(=O)O, CN(C)C=O, COc1ccc(S)c(Cl)c1Cl, [H-], [Na+], O. The product is COc1ccc(SC(C(=O)O)C(C)C)c(Cl)c1Cl. Reactants: BrC1=CC(=CC2=NON=C21)Br (4,6-dibromobenzo[c][1,2,5]oxadiazole), C(C1=CC=CC=C1)N (benzylamine). Solvent: CS(=O)C (DMSO), O (water). Run at temperature 60 celsius, time 3 day. Product: C(C1=CC=CC=C1)NC1=CC(=CC2=NON=C21)Br (N-benzyl-6-bromobenzo[c][1,2,5]oxadiazol-4-amine). Isolated yield 42.7%. Reaction SMILES: Br[C:2]1[C:10]2[C:6](=[N:7][O:8][N:9]=2)[CH:5]=[C:4]([Br:11])[CH:3]=1.[CH2:12]([NH2:19])[C:13]1[CH:18]=[CH:17][CH:16]=[CH:15][CH:14]=1>CS(C)=O.O>[CH2:12]([NH:19][C:2]1[C:10]2[C:6](=[N:7][O:8][N:9]=2)[CH:5]=[C:4]([Br:11])[CH:3]=1)[C:13]1[CH:18]=[CH:17][CH:16]=[CH:15][CH:14]=1. Procedure: 4,6-dibromobenzo[c][1,2,5]oxadiazole 4 (0.9678 g, 3.48 mmol) and benzylamine (1.9 mL, 17.4 mmol) were dissolved in DMSO (10.5 mL) under argon and stirred in a sealed tube for 3 days, after which time, the tube was heated to 60° C. for 12 hours. Upon cooling to room temperature, the reaction was diluted with water and extracted with EtOAc. The combined organic layers were washed with H2O (5×), 1 N HCl (aq), saturated NaHCO3 (aq) and brine before drying with Na2SO4, filtering and concentrating. Th... The reactants are C1CCCCC1 (cyclohexane), C(=O)NC=1C2=C(SC1C1=CC=CC=C1)C=CC=C2 (3-formamido-2-phenyl-benzo(b)thiophene), Cl (HCl), N (ammonia). The solvent is O (water), C(Cl)Cl (CH2Cl2). Reaction conditions: time 8 hour. Yields the product C(C)(=O)NC=1C2=C(SC1C1=CC=CC=C1)C=CC=C2 (3-acetamido-2-phenyl-benzo(b)thiophene). As a reaction SMILES: [CH:1]([NH:3][C:4]1[C:5]2[CH:18]=[CH:17][CH:16]=[CH:15][C:6]=2[S:7][C:8]=1[C:9]1[CH:14]=[CH:13][CH:12]=[CH:11][CH:10]=1)=[O:2].Cl.N.[CH2:21]1CCCCC1>O.C(Cl)Cl>[C:1]([NH:3][C:4]1[C:5]2[CH:18]=[CH:17][CH:16]=[CH:15][C:6]=2[S:7][C:8]=1[C:9]1[CH:14]=[CH:13][CH:12]=[CH:11][CH:10]=1)(=[O:2])[CH3:21]. Procedure details: 67.0 g (0.265 mol) of 3-formamido-2-phenyl-benzo(b)thiophene and 700 milliliters of HCl at 25% are refluxed with stirring for 8 hours. After cooling, it is diluted with water, neutralised by ammonia and the product is dissolved in CH2Cl2. By evaporating the organic phase dried over K2CO3, 58.7 g (98% of theory) of 2-phenyl-3-amino-benzo-(b)thiophene are obtained; yellow plates melting between 110° and 112° C. (cyclohexane).